From a dataset of the Open Reaction Database (ORD), a public repository of structured organic reaction records. describe an organic reaction: reactants, conditions, products, and yield The reactants are C1CCOC1, CCOC(=O)c1[nH]cc(C)c1-c1ccccc1, CI, [Cl-], ClCCl, [H-], [Na+], [Na+], O. Product: CCOC(=O)c1c(-c2ccccc2)c(C)cn1C. RXN SMILES: [CH2:24]1[O:25][CH2:26][CH2:27][CH2:28]1.[CH2:3]([CH3:4])[O:5][C:6](=[O:7])[c:8]1[nH:9][cH:10][c:11]([CH3:19])[c:12]1-[c:13]1[cH:14][cH:15][cH:16][cH:17][cH:18]1.[CH3:20][I:21].[Cl-:22].[Cl:29][CH2:30][Cl:31].[H-:1].[Na+:23].[Na+:2].[OH2:32]>>[CH2:3]([CH3:4])[O:5][C:6](=[O:7])[c:8]1[n:9]([CH3:20])[cH:10][c:11]([CH3:19])[c:12]1-[c:13]1[cH:14][cH:15][cH:16][cH:17][cH:18]1. Starting materials: BrC=1C=C(C=CC1)NC1=C(C=NC2=CC(=C(C=C12)O)O)C#N (4-[(3-bromophenyl)amino]-6,7-dihydroxy-3-quinolinecarbonitrile), C(C)I (ethyl iodide), C([O-])([O-])=O.[K+].[K+] (potassium carbonate), CS(=O)C (dimethylsulfoxide). Reaction conditions: time 3 hour. Yields the product BrC=1C=C(C=CC1)NC1=C(C=NC2=CC(=C(C=C12)OCC)OCC)C#N (4-[(3-bromophenyl)amino]-6,7-diethoxy-3-quinolinecarbonitrile). Reaction SMILES: [Br:1][C:2]1[CH:3]=[C:4]([NH:8][C:9]2[C:18]3[C:13](=[CH:14][C:15](O)=[C:16]([OH:19])[CH:17]=3)[N:12]=[CH:11][C:10]=2[C:21]#[N:22])[CH:5]=[CH:6][CH:7]=1.[CH2:23](I)[CH3:24].[C:26](=[O:29])([O-])[O-].[K+].[K+].[CH3:32]S(C)=O>>[Br:1][C:2]1[CH:3]=[C:4]([NH:8][C:9]2[C:18]3[C:13](=[CH:14][C:15]([O:29][CH2:26][CH3:32])=[C:16]([O:19][CH2:23][CH3:24])[CH:17]=3)[N:12]=[CH:11][C:10]=2[C:21]#[N:22])[CH:5]=[CH:6][CH:7]=1 |f:2.3.4|. Reported procedure: A mixture of 0.36 g of 4-[(3-bromophenyl)amino]-6,7-dihydroxy-3-quinolinecarbonitrile, 0.32 ml of ethyl iodide and 0.55 g of potassium carbonate in 4 ml of dimethylsulfoxide was stirred for 3 hours in an oil bath with heating. Most of the solvent was removed at reduced pressure. The mixture was mixed with ethyl acetate and water. The organic layer was washed with water and dried over magnesium sulfate. Solvent was removed to give 0.23 g of 4-[(3-bromophenyl)amino]-6,7-diethoxy-3-quinolinecarboni...